This data is from the Open Reaction Database (ORD), a public repository of structured organic reaction records. The task is: describe an organic reaction: reactants, conditions, products, and yield Starting materials: [BH4-], CCCOc1ccc(C=O)cc1OC, CCO, [Na+]. Product: CCCOc1ccc(CO)cc1OC. Reaction SMILES: [BH4-:15].[CH2:1]([CH2:2][CH3:3])[O:4][c:5]1[c:6]([O:13][CH3:14])[cH:7][c:8]([CH:9]=[O:10])[cH:11][cH:12]1.[CH3:17][CH2:18][OH:19].[Na+:16]>>[CH2:1]([CH2:2][CH3:3])[O:4][c:5]1[c:6]([O:13][CH3:14])[cH:7][c:8]([CH2:9][OH:10])[cH:11][cH:12]1. Starting materials: [H-].[H-].[H-].[H-].[Li+].[Al+3] (LiAlH4), [Al+3].[Cl-].[Cl-].[Cl-] (AlCl3), FC(C1=CC=C(OC2=CC=C(C=N2)CC#N)C=C1)(F)F ([6-(4-trifluoromethylphenoxy)-pyridin-3-yl]-acetonitrile). Run in CCOCC (Et2O), CCOCC (Et2O), C1CCOC1 (THF). Conditions: time 15 minute. Product: FC(C1=CC=C(OC2=CC=C(C=N2)CCN)C=C1)(F)F (2-[6-(4-trifluoromethylphenoxy)-pyridin-3-yl]-ethylamine). Yield: 39.4%. As a reaction SMILES: [Al+3].[Cl-].[Cl-].[Cl-].[H-].[H-].[H-].[H-].[Li+].[Al+3].[F:11][C:12]([F:30])([F:29])[C:13]1[CH:28]=[CH:27][C:16]([O:17][C:18]2[N:23]=[CH:22][C:21]([CH2:24][C:25]#[N:26])=[CH:20][CH:19]=2)=[CH:15][CH:14]=1>CCOCC.C1COCC1>[F:29][C:12]([F:11])([F:30])[C:13]1[CH:28]=[CH:27][C:16]([O:17][C:18]2[N:23]=[CH:22][C:21]([CH2:24][CH2:25][NH2:26])=[CH:20][CH:19]=2)=[CH:15][CH:14]=1 |f:0.1.2.3,4.5.6.7.8.9|. Procedure: To a solution of AlCl3 (268 mg, 1.8 mmol) in Et2O cooled to 0° C. in an ice bath was added LiAlH4 (66 mg, 1.8 mmol) in one portion, under N2. After stirring 15 min, a solution of [6-(4-trifluoromethylphenoxy)-pyridin-3-yl]-acetonitrile (500 mg, 1.8 mmol) in Et2O (2 mL) and THF (1 mL) was added dropwise resulting in an exotherm. The reaction was allowed to cool to room temperature, and after 2 h, the reaction was quenched by careful addition of 5 mL of saturated aqueous ammonium chloride. The res...